describe an organic reaction: reactants, conditions, products, and yield From a dataset of the Open Reaction Database (ORD), a public repository of structured organic reaction records. Starting materials: CC12CCCC(CC1)(C2(O)C#C)C (1.5-dimethyl-8-ethinyl-bicyclo[3.2.1]octane-8-ol), [H][H] (hydrogen). The reagents and catalysts are [Ni] (Raney nickel). Product: CC12CCCC(CC1)(C2(O)CC)C (1.5-dimethyl-8-ethyl-bicyclo[3.2.1]octane-8-ol). The yield is 85.0%. Reaction SMILES: [CH3:1][C:2]12[C:9]([C:11]#[CH:12])([OH:10])[C:6]([CH3:13])([CH2:7][CH2:8]1)[CH2:5][CH2:4][CH2:3]2.[H][H]>[Ni]>[CH3:13][C:6]12[C:9]([CH2:11][CH3:12])([OH:10])[C:2]([CH3:1])([CH2:8][CH2:7]1)[CH2:3][CH2:4][CH2:5]2. Procedure: A solution of 178 g (1 mole) 5 in 1000 ml destilled methanole was mixed with 1 g Raney nickel and hydrogenated in an autoclave (20 bar/20° to 30° C.). After about 4 h the uptake of hydrogen was finished (2 equivalents H2). The reaction mixture was taken from the autoclave, filtered, evaporated and distilled. This resulted in 155 g (85%) of 7 in form of a colorless oil having a boiling point (1 mm) of 68° C. IR: 3500/3600 cm-1 (O--H).--NMR (CCl4): δ=0.88, s (1-, 5-CH2), 0.97, t, J=7 Hz (--CH2 --C... Reactants: Brc1ccc(Br)cc1, [Li]CCCC, C1CCOC1, CC(C)(C)S(=O)N=C1COC1. Product: CC(C)(C)S(=O)NC1(c2ccc(Br)cc2)COC1. As a reaction SMILES: [Br:6][c:7]1[cH:8][cH:9][c:10]([Br:11])[cH:12][cH:13]1.[CH2:1]([Li:2])[CH2:3][CH2:4][CH3:5].[CH2:25]1[O:26][CH2:27][CH2:28][CH2:29]1.[CH3:14][C:15]([CH3:16])([CH3:17])[S:18](=[O:19])[N:20]=[C:21]1[CH2:22][O:23][CH2:24]1>>[c:7]1([C:21]2([NH:20][S:18]([C:15]([CH3:14])([CH3:16])[CH3:17])=[O:19])[CH2:22][O:23][CH2:24]2)[cH:8][cH:9][c:10]([Br:11])[cH:12][cH:13]1.